This data is from the Open Reaction Database (ORD), a public repository of structured organic reaction records. The task is: describe an organic reaction: reactants, conditions, products, and yield The reactants are FC(F)(F)c1ccc(Br)cc1, N#Cc1ccc(O)cn1, C1CCOC1, I, [Mg], O=S(=O)(O)O. The product is O=C(c1ccc(C(F)(F)F)cc1)c1ccc(O)cn1. As a reaction SMILES: [Br:1][c:2]1[cH:3][cH:4][c:5]([C:8]([F:9])([F:10])[F:11])[cH:6][cH:7]1.[C:14](#[N:15])[c:16]1[n:17][cH:18][c:19]([OH:22])[cH:20][cH:21]1.[CH2:28]1[O:29][CH2:30][CH2:31][CH2:32]1.[I:13].[Mg:12].[S:23]([OH:24])(=[O:25])(=[O:26])[OH:27]>>[c:2]1([C:14]([c:16]2[n:17][cH:18][c:19]([OH:22])[cH:20][cH:21]2)=[O:24])[cH:3][cH:4][c:5]([C:8]([F:9])([F:10])[F:11])[cH:6][cH:7]1. Reactants: OC=1C=NC=CC1 (3-hydroxypyridine), [H-].[Na+] (NaH), [NH4+].[Cl-] (NH4Cl), FC1=CC(=CC=C1)[N+](=O)[O-] (1-fluoro-3-nitrobenzene). Solvent: CS(=O)C (DMSO). Conditions: time 30 minute. Yields the product [N+](=O)([O-])C=1C=C(OC=2C=NC=CC2)C=CC1 (3-(3-nitrophenoxy)pyridine). Isolated yield 38.9%. Reaction SMILES: [OH:1][C:2]1[CH:3]=[N:4][CH:5]=[CH:6][CH:7]=1.[H-].[Na+].F[C:11]1[CH:16]=[CH:15][CH:14]=[C:13]([N+:17]([O-:19])=[O:18])[CH:12]=1.[NH4+].[Cl-]>CS(C)=O>[N+:17]([C:13]1[CH:12]=[C:11]([CH:16]=[CH:15][CH:14]=1)[O:1][C:2]1[CH:3]=[N:4][CH:5]=[CH:6][CH:7]=1)([O-:19])=[O:18] |f:1.2,4.5|. Reported procedure: To a solution of 3-hydroxypyridine (5.01 g, 52.7 mmol) in DMSO (60 mL) was added NaH (1.39 g, 57.9 mmol, 2.31 g of 60% suspended in oil) and stirred for 30 min at RT. To the slurry was added 1-fluoro-3-nitrobenzene (9.66 g, 68.5 mmol) and mixture was heated to 80° C. for 72 h. The mixture was poured into satd NH4Cl solution (200 mL), and extracted with EtOAc (3×125 mL). The combined organic extracts were washed with H2O (75 mL), brine, dried (Na2SO4) and concentrated to yield a crude residue whi... The reactants are Br, COC(=O)N1CCC(c2cc(=O)[nH]o2)CC1c1ccc(S(C)(=O)=O)cc1. Product: CS(=O)(=O)c1ccc(C2CC(c3cc(=O)[nH]o3)CCN2)cc1. As a reaction SMILES: [BrH:27].[CH3:1][S:2](=[O:3])(=[O:4])[c:5]1[cH:6][cH:7][c:8]([CH:11]2[N:12]([C:23]([O:24][CH3:25])=[O:26])[CH2:13][CH2:14][CH:15]([c:17]3[cH:18][c:19](=[O:22])[nH:20][o:21]3)[CH2:16]2)[cH:9][cH:10]1>>[CH3:1][S:2](=[O:3])(=[O:4])[c:5]1[cH:6][cH:7][c:8]([CH:11]2[NH:12][CH2:13][CH2:14][CH:15]([c:17]3[cH:18][c:19](=[O:22])[nH:20][o:21]3)[CH2:16]2)[cH:9][cH:10]1.